From a dataset of the Open Reaction Database (ORD), a public repository of structured organic reaction records. describe an organic reaction: reactants, conditions, products, and yield Starting materials: C(=O)(O)[O-].[Na+] (NaHCO3), C(Cl)Cl (DCM), COC1=NC(=NC(=C1)OCC1=CC=C(C=C1)OC)C1=CC=CC=C1 (4-Methoxy-6-(4-methoxybenzyloxy)-2-phenylpyrimidine). Solvent: C(=O)(C(F)(F)F)O.C(Cl)Cl (TFA DCM). Conditions: time 2 hour. Product: COC1=CC(=NC(=N1)C1=CC=CC=C1)O (6-Methoxy-2-phenylpyrimidin-4-ol). Yield: 83.0%. As a reaction SMILES: [CH3:1][O:2][C:3]1[CH:8]=[C:7]([O:9]CC2C=CC(OC)=CC=2)[N:6]=[C:5]([C:19]2[CH:24]=[CH:23][CH:22]=[CH:21][CH:20]=2)[N:4]=1.C([O-])(O)=O.[Na+].C(Cl)Cl>C(O)(C(F)(F)F)=O.C(Cl)Cl>[CH3:1][O:2][C:3]1[N:4]=[C:5]([C:19]2[CH:24]=[CH:23][CH:22]=[CH:21][CH:20]=2)[N:6]=[C:7]([OH:9])[CH:8]=1 |f:1.2,4.5|. Procedure details: 4-Methoxy-6-(4-methoxybenzyloxy)-2-phenylpyrimidine was dissolved in a mixture of TFA:DCM (1:2, 30 ml). The mixture was stirred at RT for 2 h. NaHCO3 and DCM was added and the organic layer was separated off, dried, filtered and evaporated to give the title compound (1.04 g, 83%), MS (M+H)+203. Reactants: N#N.C1(=CC=CC2=CC=CC=C12)S(=O)(=O)N[C@@H](CCCNC(N)=N)C(=O)O (N2 naphthalenesulfonyl-L-arginine), thionyl chlorine, P(Cl)(Cl)(Cl)(Cl)Cl (phosphorus pentachloride), N2 naphthalenesulfonyl-L-arginyl halide, P(Br)(Br)Br (phosphorus tribromide), P(Cl)(Cl)Cl (phosphorus trichloride), amine, P(=O)(Cl)(Cl)Cl (phosphorus oxychloride). Product: N#N.C1(=CC=CC2=CC=CC=C12)S(=O)(=O)N[C@@H](CCCNC(N)=N)C(=O)N (N2 naphthalenesulfonyl-L-argininamide), N2 naphthalenesulfonyl-L-arginyl halide. As a reaction SMILES: [N:1]#[N:2].[C:3]1([S:13]([NH:16][C@H:17]([C:25](O)=[O:26])[CH2:18][CH2:19][CH2:20][NH:21][C:22](=[NH:24])[NH2:23])(=[O:15])=[O:14])[C:12]2[C:7](=[CH:8][CH:9]=[CH:10][CH:11]=2)[CH:6]=[CH:5][CH:4]=1.S(=Cl)=O.P(Cl)(Cl)(Cl)=O.P(Cl)(Cl)Cl.P(Cl)(Cl)(Cl)(Cl)Cl.P(Br)(Br)Br>>[N:1]#[N:2].[C:3]1([S:13]([NH:16][C@H:17]([C:25]([NH2:1])=[O:26])[CH2:18][CH2:19][CH2:20][NH:21][C:22](=[NH:24])[NH2:23])(=[O:15])=[O:14])[C:12]2[C:7](=[CH:8][CH:9]=[CH:10][CH:11]=2)[CH:6]=[CH:5][CH:4]=1 |f:0.1,7.8|. Procedure details: An N2 -naphthalenesulfonyl-L-argininamide is prepared by reaction of a corresponding N2 -naphthalenesulfonyl-L-arginyl halide and an amine. The N2 -naphthalenesulfonyl-L-arginyl halide is prepared by reacting a corresponding N2 -naphthalenesulfonyl-L-arginine with a halogenating agent such as thionyl chlorine, phosphorus oxychloride, phosphorus trichloride, phosphorus pentachloride, phosphorus tribromide, etc.